Dataset: the Open Reaction Database (ORD), a public repository of structured organic reaction records. Task: describe an organic reaction: reactants, conditions, products, and yield As a reaction SMILES: [CH3:1][C:2]1[CH:7]=[CH:6][CH:5]=[CH:4][C:3]=1[CH2:8][N:9]1[C:21]2[CH:20]=[CH:19][CH:18]=[C:17]([OH:22])[C:16]=2[C:15]2[C:10]1=[CH:11][CH:12]=[CH:13][C:14]=2[C:23]([O:25]C)=O.Cl.[OH-].[NH4+:29]>C1COCC1.C(OCC)(=O)C>[CH3:1][C:2]1[CH:7]=[CH:6][CH:5]=[CH:4][C:3]=1[CH2:8][N:9]1[C:21]2[CH:20]=[CH:19][CH:18]=[C:17]([OH:22])[C:16]=2[C:15]2[C:10]1=[CH:11][CH:12]=[CH:13][C:14]=2[C:23](=[O:25])[NH2:29] |f:2.3|. Yield: 36.0%. Yields the product CC1=C(C=CC=C1)CN1C2=CC=CC(=C2C=2C(=CC=CC12)O)C(N)=O (9-[(2-methylphenyl)methyl]-4-hydroxy-5-carbamoyl carbazole). The reactants are CC1=C(C=CC=C1)CN1C2=CC=CC(=C2C=2C(=CC=CC12)O)C(=O)OC (9-[(2-methylphenyl)methyl]-4-hydroxy-5-carbomethoxy carbazole), [OH-].[NH4+] (ammonium hydroxide), Cl (HCl). The solvent is C(C)(=O)OCC (ethyl acetate), C1CCOC1 (THF). Reported procedure: A solution of the 9-[(2-methylphenyl)methyl]-4-hydroxy-5-carbomethoxy carbazole (260 mg, 0.75 mM) in 10 mL THF and 30 mL concentrated aqueous ammonium hydroxide was sonicated for 5 hours at 40-50° C. The mixture was diluted with ethyl acetate and acidified to pH 1 with 5 N HCl. The aqueous layer was extracted three times with ethyl acetate. The combined organic extracts were washed with H2O and saturated brine, dried over magnesium sulfate, filtered, and concentrated. The residue was purified by...